This data is from the Open Reaction Database (ORD), a public repository of structured organic reaction records. The task is: describe an organic reaction: reactants, conditions, products, and yield Starting materials: N1(CCNCC1)C(C)=O (1-piperazin-1-ylethanone), BrC1=CC=C(C=C1)CNS(=O)(=O)CC1=CC=CC=C1 (N-[(4-bromophenyl)methyl]-1-phenyl-methanesulfonamide), chloro(2-dicyclohexylphosphino-2′,6′-di-i-propoxy-1,1′-biphenyl)[2-(2 aminoethylphenyl)]palladium(II), COC(C)(C)C (methyl-t-butylether), CC(C)([O-])C.[Na+] (sodium tert-butoxide). Reagents/catalysts: C1(CCCCC1)P(C1=C(C=CC=C1)C1=C(C=CC=C1OC(C)C)OC(C)C)C1CCCCC1 (2-dicyclohexylphosphino-2′,6′-di-i-propoxy-1,1′-biphenyl). Run in O1CCOCC1 (1,4-Dioxane). Run at time 16 hour. The product is C(C)(=O)N1CCN(CC1)C1=CC=C(C=C1)CNS(=O)(=O)CC1=CC=CC=C1 (N-[[4-(4-acetylpiperazin-1-yl)phenyl]methyl]-1-phenyl-methanesulfonamide). The yield is 47.8%. Reaction SMILES: Br[C:2]1[CH:7]=[CH:6][C:5]([CH2:8][NH:9][S:10]([CH2:13][C:14]2[CH:19]=[CH:18][CH:17]=[CH:16][CH:15]=2)(=[O:12])=[O:11])=[CH:4][CH:3]=1.COC(C)(C)C.CC(C)([O-])C.[Na+].[N:32]1([C:38](=[O:40])[CH3:39])[CH2:37][CH2:36][NH:35][CH2:34][CH2:33]1>C1(P(C2CCCCC2)C2C=CC=CC=2C2C(OC(C)C)=CC=CC=2OC(C)C)CCCCC1.O1CCOCC1>[C:38]([N:32]1[CH2:37][CH2:36][N:35]([C:2]2[CH:7]=[CH:6][C:5]([CH2:8][NH:9][S:10]([CH2:13][C:14]3[CH:19]=[CH:18][CH:17]=[CH:16][CH:15]=3)(=[O:12])=[O:11])=[CH:4][CH:3]=2)[CH2:34][CH2:33]1)(=[O:40])[CH3:39] |f:2.3|. Procedure: In a flask, N-[(4-bromophenyl)methyl]-1-phenyl-methanesulfonamide (2.79 g, 8.20 mmol), chloro(2-dicyclohexylphosphino-2′,6′-di-i-propoxy-1,1′-biphenyl)[2-(2 aminoethylphenyl)]palladium(II), methyl-t-butylether adduct (60 mg, 0.082 mmol), 2-dicyclohexylphosphino-2′,6′-di-i-propoxy-1,1′-biphenyl (39 mg, 0.0820 mmol) and sodium tert-butoxide (1.22 g, 12.3 mmol) were combined and purged with nitrogen. 1,4-Dioxane (40 mL) and 1-piperazin-1-ylethanone (1.58 g, 12.3 mmol) were then added and the reacti... The reactants are C(#N)[BH3-].[Na+] (sodium cyanoborohydride), Cl.CN (Methylamine hydrochloride), C(=O)(OCC)N1CC(C(CC1)=O)C (1-carbethoxy-3-methyl-4-piperidone), [OH-].[K+] (KOH). Solvent: CO (methanol). Run at temperature 0 celsius, time 3 hour. The product is C(=O)(OCC)N1CC(C(CC1)NC)C (1-carbethoxy-4-methylamino-3-methylpiperidine). As a reaction SMILES: Cl.CN.[C:4]([N:9]1[CH2:14][CH2:13][C:12](=O)[CH:11]([CH3:16])[CH2:10]1)([O:6][CH2:7][CH3:8])=[O:5].[OH-].[K+].[C:19]([BH3-])#[N:20].[Na+]>CO>[C:4]([N:9]1[CH2:14][CH2:13][CH:12]([NH:20][CH3:19])[CH:11]([CH3:16])[CH2:10]1)([O:6][CH2:7][CH3:8])=[O:5] |f:0.1,3.4,5.6|. Reported procedure: Methylamine hydrochloride (10 g, 148 mmol) was added to the stirred solution of 1-carbethoxy-3-methyl-4-piperidone (7 g, 37.83 mmol) obtained as described in Preparation 1, in methanol (50 ml) followed by 8.3 g (148 mmol) KOH. Stirring was continued for 3 hr at ambient temperature. The resulting mixture was cooled at 0° C. and sodium cyanoborohydride (3.0 g, 46.0 mmol) was added to it. Cooling was removed after 10 min. and resulting mixture was stirred for 12 hr at ambient temperature. The react... Starting materials: CCO, O=c1c([N+](=O)[O-])coc2ccc(Cl)cc12, [Na+], [Na+], O, O=S([O-])S(=O)[O-]. Yields the product Nc1coc2ccc(Cl)cc2c1=O. Reaction SMILES: [CH3:25][CH2:26][OH:27].[N+:9]([O-:10])(=[O:11])[c:12]1[cH:13][o:14][c:15]2[c:16]([c:17]1=[O:18])[cH:19][c:20]([Cl:23])[cH:21][cH:22]2.[Na+:7].[Na+:8].[OH2:24].[S:1]([S:2]([O-:3])=[O:4])([O-:5])=[O:6]>>[NH2:9][c:12]1[cH:13][o:14][c:15]2[c:16]([c:17]1=[O:18])[cH:19][c:20]([Cl:23])[cH:21][cH:22]2. Reagents/catalysts: C=1C=CC(=CC1)/C=C/C(=O)/C=C/C2=CC=CC=C2.C=1C=CC(=CC1)/C=C/C(=O)/C=C/C2=CC=CC=C2.C=1C=CC(=CC1)/C=C/C(=O)/C=C/C2=CC=CC=C2.[Pd].[Pd] (Pd2(dba)3). Solvent: O1CCOCC1 (1,4-dioxane). Reactants: ClC1=CC=C(C=N1)CN1C(CC(C1)CCC)=O (1-[(6-chloropyridin-3-yl)methyl]-4-propylpyrrolidin-2-one), C(C1=CC=CC=C1)N (benzylamine), C([O-])([O-])=O.[K+].[K+] (potassium carbonate), C=1C=CC(=CC1)P(C=2C=CC=CC2)C3=CC=C4C=CC=CC4=C3C5=C6C=CC=CC6=CC=C5P(C=7C=CC=CC7)C=8C=CC=CC8 (BINAP). Isolated yield 10.9%. Procedure details: To a solution of 1-[(6-chloropyridin-3-yl)methyl]-4-propylpyrrolidin-2-one 228 (100 mg, 0.396 mmol, 1 eq), benzylamine (65 μl, 0.61 mmol, 1.6 eq) and potassium carbonate (274 mg, 1.98 mmol, 5 eq) is added a stirred solution of Pd2(dba)3 (Tris(dibenzylideneacetone)dipalladium(0), 18 mg, 0.02 mol, 0.05 eq) and BINAP (13 mg, 0.02 mol, 0.05 eq) in 2 ml of 1,4-dioxane. The mixture is heated at reflux for 36 h, filtered and concentrated. The crude product is dissolved in water and extracted three time... Reaction SMILES: Cl[C:2]1[N:7]=[CH:6][C:5]([CH2:8][N:9]2[CH2:13][CH:12]([CH2:14][CH2:15][CH3:16])[CH2:11][C:10]2=[O:17])=[CH:4][CH:3]=1.[CH2:18]([NH2:25])[C:19]1[CH:24]=[CH:23][CH:22]=[CH:21][CH:20]=1.C(=O)([O-])[O-].[K+].[K+].C1C=CC(P(C2C(C3C(P(C4C=CC=CC=4)C4C=CC=CC=4)=CC=C4C=3C=CC=C4)=C3C(C=CC=C3)=CC=2)C2C=CC=CC=2)=CC=1>O1CCOCC1.C1C=CC(/C=C/C(/C=C/C2C=CC=CC=2)=O)=CC=1.C1C=CC(/C=C/C(/C=C/C2C=CC=CC=2)=O)=CC=1.C1C=CC(/C=C/C(/C=C/C2C=CC=CC=2)=O)=CC=1.[Pd].[Pd]>[CH2:18]([NH:25][C:2]1[N:7]=[CH:6][C:5]([CH2:8][N:9]2[CH2:13][CH:12]([CH2:14][CH2:15][CH3:16])[CH2:11][C:10]2=[O:17])=[CH:4][CH:3]=1)[C:19]1[CH:24]=[CH:23][CH:22]=[CH:21][CH:20]=1 |f:2.3.4,7.8.9.10.11|. Yields the product C(C1=CC=CC=C1)NC1=CC=C(C=N1)CN1C(CC(C1)CCC)=O (1-{[6-(benzylamino)pyridin-3-yl]methyl}-4-propylpyrrolidin-2-one).